Dataset: the Open Reaction Database (ORD), a public repository of structured organic reaction records. Task: describe an organic reaction: reactants, conditions, products, and yield Starting materials: CC(C)(C)OC(=O)N1CCc2cc(Oc3ccc(C(N)=O)cc3)ccc2C1, ClCCl, O=C(O)C(F)(F)F. Yields the product NC(=O)c1ccc(Oc2ccc3c(c2)CCNC3)cc1. As a reaction SMILES: [C:1]([O:2][C:3](=[O:4])[N:8]1[CH2:9][c:10]2[cH:11][cH:12][c:13]([O:18][c:19]3[cH:20][cH:21][c:22]([C:25]([NH2:26])=[O:27])[cH:23][cH:24]3)[cH:14][c:15]2[CH2:16][CH2:17]1)([CH3:5])([CH3:6])[CH3:7].[Cl:35][CH2:36][Cl:37].[F:28][C:29]([F:30])([F:31])[C:32]([OH:33])=[O:34]>>[NH:8]1[CH2:9][c:10]2[cH:11][cH:12][c:13]([O:18][c:19]3[cH:20][cH:21][c:22]([C:25]([NH2:26])=[O:27])[cH:23][cH:24]3)[cH:14][c:15]2[CH2:16][CH2:17]1.